This data is from the Open Reaction Database (ORD), a public repository of structured organic reaction records. The task is: describe an organic reaction: reactants, conditions, products, and yield Reactants: BrC1=CC(=C(OC2=CC=C(C=C2)O)C=C1)F (4-(4-bromo-2-fluorophenoxy)phenol), BrC(C(=CC(=O)OC)OC)C (methyl 4-bromo-3-methoxy-2-pentenoate), C([O-])([O-])=O.[K+].[K+] (potassium carbonate), C(C)#N (acetonitrile). The solvent is O (water). Product: BrC1=CC(=C(OC2=CC=C(OC(C(=CC(=O)OC)OC)C)C=C2)C=C1)F (4-(4-(4-Bromo-2-fluorophenoxy)phenoxy)-3-methoxy-2-pentenoic acid, methyl ester). The yield is 58.2%. Reaction SMILES: [Br:1][C:2]1[CH:15]=[CH:14][C:5]([O:6][C:7]2[CH:12]=[CH:11][C:10]([OH:13])=[CH:9][CH:8]=2)=[C:4]([F:16])[CH:3]=1.Br[CH:18]([CH3:27])[C:19]([O:25][CH3:26])=[CH:20][C:21]([O:23][CH3:24])=[O:22].C(=O)([O-])[O-].[K+].[K+].C(#N)C>O>[Br:1][C:2]1[CH:15]=[CH:14][C:5]([O:6][C:7]2[CH:8]=[CH:9][C:10]([O:13][CH:18]([CH3:27])[C:19]([O:25][CH3:26])=[CH:20][C:21]([O:23][CH3:24])=[O:22])=[CH:11][CH:12]=2)=[C:4]([F:16])[CH:3]=1 |f:2.3.4|. Procedure details: A mixture of 12.0 g (42.4 mmol) 4-(4-bromo-2-fluorophenoxy)phenol, 9.5 g (42.4 mmol) methyl 4-bromo-3-methoxy-2-pentenoate, 6.45 g (46.6 mmol) potassium carbonate and 180 ml acetonitrile was heated at reflux for 16 hours. The mixture was poured into water and extracted with ether. The combined ether extracts were washed with dilute aqueous NaOH, washed with water, dried over MgSO4 and the solvent was removed by rotary evaporation. The residue was purified by HPLC eluting with 95:5 hexane:acetone... The reactants are C1COCCN1, CC#N, CCN(C(C)C)C(C)C, O=[N+]([O-])c1ccc(F)c(C(F)(F)F)c1, O. Product: O=[N+]([O-])c1ccc(N2CCOCC2)c(C(F)(F)F)c1. RXN SMILES: [CH2:15]1[CH2:16][O:17][CH2:18][CH2:19][NH:20]1.[CH3:30][C:31]#[N:32].[CH:21]([N:22]([CH:23]([CH3:24])[CH3:25])[CH2:26][CH3:27])([CH3:28])[CH3:29].[F:1][c:2]1[c:3]([C:11]([F:12])([F:13])[F:14])[cH:4][c:5]([N+:8](=[O:9])[O-:10])[cH:6][cH:7]1.[OH2:33]>>[c:2]1([N:20]2[CH2:15][CH2:16][O:17][CH2:18][CH2:19]2)[c:3]([C:11]([F:12])([F:13])[F:14])[cH:4][c:5]([N+:8](=[O:9])[O-:10])[cH:6][cH:7]1. Starting materials: OO (hydrogen peroxide), [OH-].[Na+] (sodium hydroxide), solution, starch iodide, S(=O)(=O)([O-])S(=O)[O-].[Na+].[Na+] (sodium metabisulfite), C1(CCCCCCCB1)C1CCCCCCCC1 (9-Borabicyclononane), solution, COCOC1=C(C=CC(=C1)OCOC)C1CC(CCC1)=C ((±)-2,4-bis(methoxymethoxy)-1-(3-methylenecyclohexyl)benzene). Solvent: O (water), O1CCCC1 (tetrahydrofuran), O1CCCC1 (tetrahydrofuran). Run at time 1 hour. The product is COCOC1=C(C=CC(=C1)OCOC)C1CC(CCC1)CO ((±)-{3-[2,4-Bis(methoxymethoxy)phenyl]cyclohexyl}methanol). Isolated yield 54.0%. RXN SMILES: C1(C2CCCCCCCC2)BCCCCCCC1.[CH3:19][O:20][CH2:21][O:22][C:23]1[CH:28]=[C:27]([O:29][CH2:30][O:31][CH3:32])[CH:26]=[CH:25][C:24]=1[CH:33]1[CH2:38][CH2:37][CH2:36][C:35](=[CH2:39])[CH2:34]1.OO.[OH-].[Na+].S(S([O-])=O)([O-])(=O)=[O:45].[Na+].[Na+]>O1CCCC1.O>[CH3:19][O:20][CH2:21][O:22][C:23]1[CH:28]=[C:27]([O:29][CH2:30][O:31][CH3:32])[CH:26]=[CH:25][C:24]=1[CH:33]1[CH2:38][CH2:37][CH2:36][CH:35]([CH2:39][OH:45])[CH2:34]1 |f:3.4,5.6.7|. Procedure details: 9-Borabicyclononane (2.7 ml of a 0.5M solution in tetrahydrofuran) was added to a stirred solution of (±)-2,4-bis(methoxymethoxy)-1-(3-methylenecyclohexyl)benzene (80 mg) in tetrahydrofuran (2 ml) at 0° C. under argon. After 1 hr at 0° C., the reaction mixture was allowed to warm to ambient temperature and stirring continued. After 2 hr, the reaction mixture was cooled to 0° C. and water (0.1 ml) was added. After the effervescence had subsided, hydrogen peroxide (1 ml of a 30% w/v solution) and ... Starting materials: C(C)(=O)OCC (ethyl acetate), NC1=NC=NN2C1=C(C=C2C2CCN(CC2)C(=O)OC(C)(C)C)C2=CC(=C(C=C2)NC(=O)NC2=C(C=CC(=C2)C(F)(F)F)F)Cl (tert-butyl 4-(4-amino-5-{3-chloro-4-[({[2-fluoro-5-(trifluoromethyl)phenyl]amino}carbonyl)amino]phenyl}pyrrolo[2,1-f][1,2,4]triazin-7-yl)piperidine-1-carboxylate), C(=O)(C(F)(F)F)O (TFA). Solvent: ClCCCl (1,2-dichloroethane). Run at time 10 minute. Product: NC1=NC=NN2C1=C(C=C2C2CCNCC2)C2=CC(=C(C=C2)NC(=O)NC2=C(C=CC(=C2)C(F)(F)F)F)Cl (N-[4-(4-amino-7-piperidin-4-ylpyrrolo[2,1-f][1,2,4]triazin-5-yl)-2-chlorophenyl]-N′-[2-fluoro-5-(trifluoromethyl)phenyl]urea). Yield: 86.6%. Reaction SMILES: [NH2:1][C:2]1[C:7]2=[C:8]([C:24]3[CH:29]=[CH:28][C:27]([NH:30][C:31]([NH:33][C:34]4[CH:39]=[C:38]([C:40]([F:43])([F:42])[F:41])[CH:37]=[CH:36][C:35]=4[F:44])=[O:32])=[C:26]([Cl:45])[CH:25]=3)[CH:9]=[C:10]([CH:11]3[CH2:16][CH2:15][N:14](C(OC(C)(C)C)=O)[CH2:13][CH2:12]3)[N:6]2[N:5]=[CH:4][N:3]=1.C(O)(C(F)(F)F)=O.C(OCC)(=O)C>ClCCCl>[NH2:1][C:2]1[C:7]2=[C:8]([C:24]3[CH:29]=[CH:28][C:27]([NH:30][C:31]([NH:33][C:34]4[CH:39]=[C:38]([C:40]([F:43])([F:41])[F:42])[CH:37]=[CH:36][C:35]=4[F:44])=[O:32])=[C:26]([Cl:45])[CH:25]=3)[CH:9]=[C:10]([CH:11]3[CH2:16][CH2:15][NH:14][CH2:13][CH2:12]3)[N:6]2[N:5]=[CH:4][N:3]=1. Procedure details: A suspension of Example 266 (1.64 g, 2.53 mmol) in 50 mL 1,2-dichloroethane was treated with 10 mL TFA at rt. The reaction quickly became homogeneous and at 10 min no starting material remained by RP-HPLC. The reaction mixture was concentrated in vacuo, and the residue taken up again in fresh 1,2-dichloroethane and concentrated again; this was repeated 2 times. The residue was taken up in THF (15 mL) and EtOAc (85 mL) and washed with aq. sodium carbonate. The organic layer was dried with sodium ... The reactants are FC1=CC=CC(=N1)N1N=C(N=C1)O (1-(6-fluoro-2-pyridinyl)-1H-1,2,4-triazol-3-ol), P(OCC)(OCC)(Cl)=S (O,O-diethyl phosphorochloridothioate), C([O-])([O-])=O.[K+].[K+] (potassium carbonate), mercuric chloride. The yield is 88.3%. Product: P(OCC)(OCC)(OC1=NN(C=N1)C1=NC(=CC=C1)F)=S (O,O-diethyl O-(1-(6-fluoro-2-pyridinyl)-1H-1,2,4-triazol-3-yl) phosphorothioate). Procedure: Into a 500 milliliter (ml) flask equipped with a stirrer and a reflux condenser were placed 9 grams (g) (0.05 mole (m)) of 1-(6-fluoro-2-pyridinyl)-1H-1,2,4-triazol-3-ol, 7 g (0.05 m) of potassium carbonate, 1 g of mercuric chloride and 200 mls of acetonitrile. This mixture was stirred and heated to 70° C. for two hours and allowed to cool. To this mixture was added 9 g (0.05 m) of O,O-diethyl phosphorochloridothioate and the mixture heated to 70° C. for 16 hours and allowed to cool. The insolub... Solvent: C(C)#N (acetonitrile). Run at temperature 70 celsius. Reaction SMILES: [F:1][C:2]1[N:7]=[C:6]([N:8]2[CH:12]=[N:11][C:10]([OH:13])=[N:9]2)[CH:5]=[CH:4][CH:3]=1.C(=O)([O-])[O-].[K+].[K+].[P:20](=[S:28])(Cl)([O:24][CH2:25][CH3:26])[O:21][CH2:22][CH3:23]>C(#N)C>[P:20](=[S:28])([O:13][C:10]1[N:11]=[CH:12][N:8]([C:6]2[CH:5]=[CH:4][CH:3]=[C:2]([F:1])[N:7]=2)[N:9]=1)([O:24][CH2:25][CH3:26])[O:21][CH2:22][CH3:23] |f:1.2.3|.